From a dataset of the Open Reaction Database (ORD), a public repository of structured organic reaction records. describe an organic reaction: reactants, conditions, products, and yield Starting materials: C(C1=CC=CC=C1)N(C1CC(C(C1)C(=O)O)C)CC1=CC=CC=C1 (4-(dibenzylamino)-2-methylcyclopentanecarboxylic acid), C(C(=O)Cl)(=O)Cl (oxalyl chloride), CN(C)C=O (DMF). Run in C(Cl)Cl (DCM). Run at time 14 hour. Yields the product C(C1=CC=CC=C1)N(C1CC(C(C1)C(=O)Cl)C)CC1=CC=CC=C1 (4-(dibenzylamino)-2-methylcyclopentanecarbonyl chloride). Reaction SMILES: [CH2:1]([N:8]([CH2:18][C:19]1[CH:24]=[CH:23][CH:22]=[CH:21][CH:20]=1)[CH:9]1[CH2:13][CH:12]([C:14](O)=[O:15])[CH:11]([CH3:17])[CH2:10]1)[C:2]1[CH:7]=[CH:6][CH:5]=[CH:4][CH:3]=1.C(Cl)(=O)C([Cl:28])=O.CN(C=O)C>C(Cl)Cl>[CH2:1]([N:8]([CH2:18][C:19]1[CH:24]=[CH:23][CH:22]=[CH:21][CH:20]=1)[CH:9]1[CH2:13][CH:12]([C:14]([Cl:28])=[O:15])[CH:11]([CH3:17])[CH2:10]1)[C:2]1[CH:7]=[CH:6][CH:5]=[CH:4][CH:3]=1. Procedure: To a solution of 4-(dibenzylamino)-2-methylcyclopentanecarboxylic acid (7.34 g, 22.7 mmol, Preparation #TT.1) in DCM (100 mL), oxalyl chloride (4.37 mL, 49.9 mmol) was slowly added followed by a dropwise addition of DMF (0.26 mL, 3.4 mmol). The mixture was stirred at ambient temperature for about 14 h and the solvent was removed under reduced pressure to yield 4-(dibenzylamino)-2-methylcyclopentanecarbonyl chloride as a beige solid. The solid was dissolved in THF and MeCN (1:1, 100 mL) and added... Starting materials: C(#N)C(C)(CCF)NC(OCC1=CC=CC=C1)=O (rac-Benzyl (2-cyano-4-fluorobutan-2-yl)carbamate), ClCCl.C1CCCCC1 (dichloromethane cyclohexane). The reagents and catalysts are [Pd] (palladium on activated carbon). Reaction conditions: time 3 hour. Yields the product Cl.Cl.FCCC(CN)(N)C (rac-4-Fluoro-2-methylbutane-1,2-diamine dihydrochloride). Reaction SMILES: [C:1]([C:3]([NH:8]C(=O)OCC1C=CC=CC=1)([CH2:5][CH2:6][F:7])[CH3:4])#[N:2].[Cl:19]CCl.C1CCCCC1>[Pd]>[ClH:19].[ClH:19].[F:7][CH2:6][CH2:5][C:3]([CH3:4])([NH2:8])[CH2:1][NH2:2] |f:1.2,4.5.6|. Procedure details: 1.00 g (4.00 mmol) of rac-benzyl (2-cyano-4-fluorobutan-2-yl)carbamate from Example 73A were dissolved in 114 ml ethanol/glacial acetic acid (1/1), and 0.85 g of palladium on activated carbon (10%) were added. The reaction mixture was hydrogenated in an autoclave at 30-50 bar for 3 h. The reaction mixture was filtered through a fluted filter, rinsed with ethanol and then filtered once again through a Millipore filter. The filtrate was admixed with 10 ml of hydrogen chloride solution (2 N in diet... Reactants: C1CCOC1, CCOC(C)=O, Nc1ncnn2cc(CCCO)c(-c3ccc(NC(=O)Nc4cc(C(F)(F)F)ccc4F)cc3)c12. Yields the product Nc1ncnn2cc(CCC=O)c(-c3ccc(NC(=O)Nc4cc(C(F)(F)F)ccc4F)cc3)c12. RXN SMILES: [CH2:1]1[O:2][CH2:3][CH2:4][CH2:5]1.[CH3:41][CH2:42][O:43][C:44]([CH3:45])=[O:46].[NH2:6][c:7]1[n:8][cH:9][n:10][n:11]2[c:12]1[c:13](-[c:20]1[cH:21][cH:22][c:23]([NH:26][C:27](=[O:28])[NH:29][c:30]3[c:31]([F:40])[cH:32][cH:33][c:34]([C:36]([F:37])([F:38])[F:39])[cH:35]3)[cH:24][cH:25]1)[c:14]([CH2:16][CH2:17][CH2:18][OH:19])[cH:15]2>>[NH2:6][c:7]1[n:8][cH:9][n:10][n:11]2[c:12]1[c:13](-[c:20]1[cH:21][cH:22][c:23]([NH:26][C:27](=[O:28])[NH:29][c:30]3[c:31]([F:40])[cH:32][cH:33][c:34]([C:36]([F:37])([F:38])[F:39])[cH:35]3)[cH:24][cH:25]1)[c:14]([CH2:16][CH2:17][CH:18]=[O:19])[cH:15]2. The reactants are [Al+3], Cn1c2c(c3ccccc31)CCC2=O, [Cl-], [Cl-], [Cl-], ClCCl, O=C(Cl)CCl. Yields the product Cn1c2c(c3cc(C(=O)CCl)ccc31)CCC2=O. Reaction SMILES: [Al+3:2].[CH3:10][n:11]1[c:12]2[c:13]([c:14]3[cH:15][cH:16][cH:17][cH:18][c:19]13)[CH2:20][CH2:21][C:22]2=[O:23].[Cl-:1].[Cl-:3].[Cl-:4].[Cl:24][CH2:25][Cl:26].[Cl:5][CH2:6][C:7](=[O:8])[Cl:9]>>[Cl:5][CH2:6][C:7](=[O:8])[c:16]1[cH:15][c:14]2[c:13]3[c:12]([n:11]([CH3:10])[c:19]2[cH:18][cH:17]1)[C:22](=[O:23])[CH2:21][CH2:20]3. The reactants are ClC1=C(C=C2C(=N1)OC(=C2C(NC)=O)C2=CC=C(C=C2)F)C=2C=C(C(=O)OC(C)(C)C)C=CC2 (tert-butyl 3-(6-chloro-2-(4-fluorophenyl)-3-(methylcarbamoyl)furo[2,3-b]pyridin-5-yl)benzoate), C\C(=C/C)\[B-](F)(F)F.[K+] (potassium (Z)-but-2-en-2-yltrifluoroborate), C1(CCCCC1)P(C1=CC=C(C=C1C1=C(C=CC=C1OC)OC)S(=O)(=O)[O-])C1CCCCC1.[Na+] (sodium 6-(dicyclohexylphosphino)-2′,6′-dimethoxy-[1,1′-biphenyl]-3-sulfonate), C([O-])([O-])=O.[Cs+].[Cs+] (cesium carbonate). Reagents/catalysts: C(C)(=O)O[Pd]OC(C)=O (diacetoxypalladium). Run at temperature 80 celsius. Product: C/C(=C\C)/C1=C(C=C2C(=N1)OC(=C2C(NC)=O)C2=CC=C(C=C2)F)C=2C=C(C(=O)OC(C)(C)C)C=CC2 ((E)-tert-butyl 3-(6-(but-2-en-2-yl)-2-(4-fluorophenyl)-3-(methylcarbamoyl)furo[2,3-b]pyridin-5-yl)benzoate). Isolated yield 45.4%. Reaction SMILES: Cl[C:2]1[N:7]=[C:6]2[O:8][C:9]([C:15]3[CH:20]=[CH:19][C:18]([F:21])=[CH:17][CH:16]=3)=[C:10]([C:11](=[O:14])[NH:12][CH3:13])[C:5]2=[CH:4][C:3]=1[C:22]1[CH:23]=[C:24]([CH:32]=[CH:33][CH:34]=1)[C:25]([O:27][C:28]([CH3:31])([CH3:30])[CH3:29])=[O:26].[CH3:35]/[C:36](/[B-](F)(F)F)=[CH:37]\[CH3:38].[K+].C1(P(C2CCCCC2)C2C(C3C(OC)=CC=CC=3OC)=CC(S([O-])(=O)=O)=CC=2)CCCCC1.[Na+].C(=O)([O-])[O-].[Cs+].[Cs+]>C(O[Pd]OC(=O)C)(=O)C>[CH3:35]/[C:36](/[C:2]1[N:7]=[C:6]2[O:8][C:9]([C:15]3[CH:20]=[CH:19][C:18]([F:21])=[CH:17][CH:16]=3)=[C:10]([C:11](=[O:14])[NH:12][CH3:13])[C:5]2=[CH:4][C:3]=1[C:22]1[CH:23]=[C:24]([CH:32]=[CH:33][CH:34]=1)[C:25]([O:27][C:28]([CH3:31])([CH3:30])[CH3:29])=[O:26])=[CH:37]\[CH3:38] |f:1.2,3.4,5.6.7|. Procedure details: tert-butyl 3-(6-chloro-2-(4-fluorophenyl)-3-(methylcarbamoyl)furo[2,3-b]pyridin-5-yl)benzoate (250 mg, 0.520 mmol), potassium (Z)-but-2-en-2-yltrifluoroborate (100 mg, 0.617 mmol), sodium 6-(dicyclohexylphosphino)-2′,6′-dimethoxy-[1,1′-biphenyl]-3-sulfonate (107 mg, 0.208 mmol), diacetoxypalladium (23.3 mg, 0.104 mmol), cesium carbonate (254 mg, 0.780 mmol) were combined dry, degassed with N2 and then taken up in DMF (4.7 ml) and water (0.47 ml) and heated to 80° C. for 1 h. The reaction was the...